Dataset: the Open Reaction Database (ORD), a public repository of structured organic reaction records. Task: describe an organic reaction: reactants, conditions, products, and yield Starting materials: [OH-].[Na+] (sodium hydroxide), C(C1=CC=CC=C1)S(=O)(=O)Cl (benzylsulfonylchloride), N[C@@H](CCCC(=O)OC(C)(C)C)C(=O)O (H-Aad(OtBu)-OH), [OH-].[Na+] (sodium hydroxide), C(C1=CC=CC=C1)S(=O)(=O)Cl (benzylsulfonylchloride). Solvent: O1CCOCC1 (dioxane), O1CCOCC1 (dioxane). Run at time 16 hour. Product: C(C1=CC=CC=C1)S(=O)(=O)N[C@@H](CCCC(=O)OC(C)(C)C)C(=O)O (BzlSO2-Aad(OtBu)-OH). The yield is 28.7%. RXN SMILES: [NH2:1][C@H:2]([C:13]([OH:15])=[O:14])[CH2:3][CH2:4][CH2:5][C:6]([O:8][C:9]([CH3:12])([CH3:11])[CH3:10])=[O:7].[OH-].[Na+].[CH2:18]([S:25](Cl)(=[O:27])=[O:26])[C:19]1[CH:24]=[CH:23][CH:22]=[CH:21][CH:20]=1>O1CCOCC1>[CH2:18]([S:25]([NH:1][C@H:2]([C:13]([OH:15])=[O:14])[CH2:3][CH2:4][CH2:5][C:6]([O:8][C:9]([CH3:10])([CH3:11])[CH3:12])=[O:7])(=[O:27])=[O:26])[C:19]1[CH:24]=[CH:23][CH:22]=[CH:21][CH:20]=1 |f:1.2|. Procedure: To a stirred solution of 0.5 g of H-Aad(OtBu)-OH in 4.4 mL of aqueous 1 N sodium hydroxide was added 0.42 g of benzylsulfonylchloride in 2 mL of dioxane. After 16 hours at room temperature, additional 1.4 mL of aqueous 2 N sodium hydroxide, 0.5 mL of dioxane and 0.09 g of benzylsulfonylchloride were added and the reaction mixture stirred for an additional day. The dioxane was removed, water was added, the mixture made acid (pH 3) using hydrochloric acid and extracted twice with diethyl ether. Th...